Dataset: the Open Reaction Database (ORD), a public repository of structured organic reaction records. Task: describe an organic reaction: reactants, conditions, products, and yield Reactants: [I-].[Na+] (sodium iodide), CS(=O)(=O)OCC(CCCCC)C1=C2C(=CC=C1)OCO2 (2-(2, 3-methylenedioxyphenyl)heptyl methanesulfonate), resultant mixture. Run in C(C)C(=O)C (methyl ethyl ketone). The product is C1OC2=C(C=CC=C2O1)C(CI)CCCCC (2-(2, 3-methylenedioxyphenyl)heptyl iodide). The yield is 86.6%. As a reaction SMILES: CS(O[CH2:6][CH:7]([C:13]1[CH:18]=[CH:17][CH:16]=[C:15]2[O:19][CH2:20][O:21][C:14]=12)[CH2:8][CH2:9][CH2:10][CH2:11][CH3:12])(=O)=O.[I-:22].[Na+]>C(C(C)=O)C>[CH2:20]1[O:19][C:15]2[C:14](=[C:13]([CH:7]([CH2:8][CH2:9][CH2:10][CH2:11][CH3:12])[CH2:6][I:22])[CH:18]=[CH:17][CH:16]=2)[O:21]1 |f:1.2|. Procedure: Thus obtained 8.76 g (27.9 mmol) of 2-(2, 3-methylenedioxyphenyl)heptyl methanesulfonate was dissolved in 70 ml of methyl ethyl ketone, and the solution was mixed with 6.6 g of sodium iodide. The resultant mixture was refluxed under heating for 10 hours. After cooling, the precipitated salt was filtered off, and the filtrate was concentrated in vacuo. The residue was chromatographed on a silica gel column (eluent; ethyl acetate/hexane=1/20) to give 8.36 g of 2-(2, 3-methylenedioxyphenyl)heptyl i... Reactants: Cl.C(C)N (ethylamine hydrochloride), C([O-])(O)=O.[Na+] (sodium bicarbonate), C(=C)P(=O)(C1=CC=C(C=C1)[N+](=O)[O-])C=C (4-(Divinyl-phosphinoyl)nitro benzene), [OH-].[Na+] (sodium hydroxide), O1CCCC1 (tetrahydrofuran), Cl.C(C)N (ethylamine hydrochloride). The solvent is O (water), O (water). Run at temperature 105 celsius. Yields the product C(C)N1CCP(CC1)(C1=CC=C(C=C1)[N+](=O)[O-])=O (1-Ethyl-4-(4-nitro-phenyl)-perhydro-1,4-azaphosphorine 4-oxide), oil. The yield is 10.0%. As a reaction SMILES: [CH:1]([P:3]([CH:14]=[CH2:15])([C:5]1[CH:10]=[CH:9][C:8]([N+:11]([O-:13])=[O:12])=[CH:7][CH:6]=1)=[O:4])=[CH2:2].[OH-].[Na+].O1CCCC1.Cl.[CH2:24]([NH2:26])[CH3:25].C(=O)(O)[O-].[Na+]>O>[CH2:24]([N:26]1[CH2:2][CH2:1][P:3](=[O:4])([C:5]2[CH:6]=[CH:7][C:8]([N+:11]([O-:13])=[O:12])=[CH:9][CH:10]=2)[CH2:14][CH2:15]1)[CH3:25] |f:1.2,4.5,6.7|. Procedure: A mixture of 4-(Divinyl-phosphinoyl)nitro benzene (1.69 g, 7.56 mmol), water (10 mL), 1.0 M of sodium hydroxide in water (7.56 mL, 7.56 mmol) and tetrahydrofuran (10.0 mL, 123 mmol) was treated with ethylamine hydrochloride (678 mg, 8.32 mmol) then heated at 105° C. for one hour. An additional portion of ethylamine hydrochloride was added and the reaction was heated for an additional 2 hours. The reaction was cooled, poured into saturated sodium bicarbonate solution and extracted with dichlorome... The reactants are COC(OC)C(CN)SCc1ccccc1, COCCOc1cc(NS(=O)(=O)c2ccccn2)c2[nH]c(C(=O)O)cc2c1, CCN=C=NCCCN(C)C, CN(C)C=O, Cl, O, On1nnc2ccccc21. The product is COCCOc1cc(NS(=O)(=O)c2ccccn2)c2[nH]c(C(=O)NCC(SCc3ccccc3)C(OC)OC)cc2c1. As a reaction SMILES: [CH2:28]([c:29]1[cH:30][cH:31][cH:32][cH:33][cH:34]1)[S:35][CH:36]([CH2:37][NH2:38])[CH:39]([O:40][CH3:41])[O:42][CH3:43].[CH3:1][O:2][CH2:3][CH2:4][O:5][c:6]1[cH:7][c:8]2[cH:9][c:10]([C:25](=[O:26])[OH:27])[nH:11][c:12]2[c:13]([NH:15][S:16](=[O:17])(=[O:18])[c:19]2[n:20][cH:21][cH:22][cH:23][cH:24]2)[cH:14]1.[CH3:55][N:56]([CH3:57])[CH2:58][CH2:59][CH2:60][N:61]=[C:62]=[N:63][CH2:64][CH3:65].[CH3:67][N:68]([CH3:69])[CH:70]=[O:71].[ClH:54].[OH2:66].[n:44]1([OH:45])[c:46]2[cH:47][cH:48][cH:49][cH:50][c:51]2[n:52][n:53]1>>[CH3:1][O:2][CH2:3][CH2:4][O:5][c:6]1[cH:7][c:8]2[cH:9][c:10]([C:25](=[O:26])[NH:38][CH2:37][CH:36]([S:35][CH2:28][c:29]3[cH:30][cH:31][cH:32][cH:33][cH:34]3)[CH:39]([O:40][CH3:41])[O:42][CH3:43])[nH:11][c:12]2[c:13]([NH:15][S:16](=[O:17])(=[O:18])[c:19]2[n:20][cH:21][cH:22][cH:23][cH:24]2)[cH:14]1.